This data is from the Open Reaction Database (ORD), a public repository of structured organic reaction records. The task is: describe an organic reaction: reactants, conditions, products, and yield Starting materials: BrC=1C=CC(=NC1)C(=O)N1CCC(CC1)=O (1-(5-Bromo-pyridine-2-carbonyl)-piperidin-4-one), C[Mg]Br (Methylmagnesium bromide). Solvent: C1CCOC1 (THF). Run at temperature 2.5 celsius, time 2 hour. The product is BrC=1C=CC(=NC1)C(=O)N1CCC(CC1)(C)O ((5-bromo-pyridin-2-yl)-(4-hydroxy-4-methyl-piperidin-1-yl)-methanone). The yield is 24.4%. RXN SMILES: [Br:1][C:2]1[CH:3]=[CH:4][C:5]([C:8]([N:10]2[CH2:15][CH2:14][C:13](=[O:16])[CH2:12][CH2:11]2)=[O:9])=[N:6][CH:7]=1.[CH3:17][Mg]Br>C1COCC1>[Br:1][C:2]1[CH:3]=[CH:4][C:5]([C:8]([N:10]2[CH2:11][CH2:12][C:13]([OH:16])([CH3:17])[CH2:14][CH2:15]2)=[O:9])=[N:6][CH:7]=1. Procedure: 1-(5-Bromo-pyridine-2-carbonyl)-piperidin-4-one (Example 37, step 1) (135 mg, 0.48 mmol) was dissolved in THF (3 ml) and the mixture was cooled to 0-5° C. 3M Methylmagnesium bromide (190 μl, 0.57 mmol, 1.2 equiv.) was added drop wise at 0-5° C. and the mixture was stirred for 2 hours at 0-5° C. The reaction mixture was extracted with saturated NH4Cl solution and two times with ethyl acetate. The organic layers were extracted with water and brine, dried over sodium sulfate and evaporated to dryne... Reactants: C(C)OCC (diethyl ether), C1(CCCC1)N1C2=C(C3=C1N=C(N=C3)NC3=CC=C(C=N3)N3CCN(CC3)C(=O)OC(C)(C)C)C=CC(N2C)=O (tert-Butyl 4-(6-((9-cyclopentyl-8-methyl-7-oxo-8,9-dihydro-7H-pyrido[3′,2′:4,5]-pyrrolo[2,3-d]pyrimidin-2-yl)amino)-3-pyridinyl)-1-piperazinecarboxylate), CO (methanol), Cl (HCl). Run in O1CCOCC1 (dioxane), O1CCOCC1 (Dioxane). Conditions: time 80 minute. Yields the product C1(CCCC1)N1C2=C(C3=C1N=C(N=C3)NC3=NC=C(C=C3)N3CCNCC3)C=CC(N2C)=O (9-Cyclopentyl-8-methyl-2-((5-(1-piperazinyl)-2-pyridinyl)amino)-8,9-dihydro-7H-pyrido[3′,2′:4,5]pyrrolo[2,3-d]pyrimidin-7-one). Yield: 62.5%. As a reaction SMILES: [CH:1]1([N:6]2[C:10]3[N:11]=[C:12]([NH:15][C:16]4[N:21]=[CH:20][C:19]([N:22]5[CH2:27][CH2:26][N:25](C(OC(C)(C)C)=O)[CH2:24][CH2:23]5)=[CH:18][CH:17]=4)[N:13]=[CH:14][C:9]=3[C:8]3[CH:35]=[CH:36][C:37](=[O:40])[N:38]([CH3:39])[C:7]2=3)[CH2:5][CH2:4][CH2:3][CH2:2]1.Cl.CO.C(OCC)C>O1CCOCC1>[CH:1]1([N:6]2[C:10]3[N:11]=[C:12]([NH:15][C:16]4[CH:17]=[CH:18][C:19]([N:22]5[CH2:23][CH2:24][NH:25][CH2:26][CH2:27]5)=[CH:20][N:21]=4)[N:13]=[CH:14][C:9]=3[C:8]3[CH:35]=[CH:36][C:37](=[O:40])[N:38]([CH3:39])[C:7]2=3)[CH2:2][CH2:3][CH2:4][CH2:5]1. Procedure details: Compound 274 (51 mg) was dissolved in 2 mL dioxane. Dioxane (1 mL) saturated at room temperature with HCl was added, followed by 1 mL methanol to aid solution. The reaction was stirred at room temperature for 80 min. The solution was then added dropwise to diethyl ether (8 mL) and the resulting precipitate was collected and dried in vacuo to give compound 271 as a yellow solid (26 mg, 62%). 1H NMR (500 MHz, DMSO-d6) δ 11.75 (br. s., 1 H) 9.36 (br. s., 2 H) 9.20 (s, 1 H) 8.53 (d, J=8.31 Hz, 1 H) ... The reactants are [N+](=O)([O-])C1=CC=C(C(=O)Cl)C=C1 (4-nitrobenzoyl chloride), NC1=C(NC2=CC(=CC(=C12)Cl)Cl)C(=O)OCC (3-amino-2-carbethoxy-4,6-dichloroindole), N1=CC=CC=C1 (pyridine), Cl (hydrochloric acid). The product is [N+](=O)([O-])C1=CC=C(C(CNC2=C(NC3=CC(=CC(=C23)Cl)Cl)C(=O)OCC)=O)C=C1 (3-[(4-Nitrophenacyl)amino]-2-carbethoxy-4,6-dichloroindole). The yield is 100.0%. As a reaction SMILES: [NH2:1][C:2]1[C:10]2[C:5](=[CH:6][C:7]([Cl:12])=[CH:8][C:9]=2[Cl:11])[NH:4][C:3]=1[C:13]([O:15][CH2:16][CH3:17])=[O:14].[N+:18]([C:21]1[CH:29]=[CH:28][C:24]([C:25](Cl)=[O:26])=[CH:23][CH:22]=1)([O-:20])=[O:19].Cl.N1C=CC=C[CH:32]=1>>[N+:18]([C:21]1[CH:29]=[CH:28][C:24]([C:25](=[O:26])[CH2:32][NH:1][C:2]2[C:10]3[C:5](=[CH:6][C:7]([Cl:12])=[CH:8][C:9]=3[Cl:11])[NH:4][C:3]=2[C:13]([O:15][CH2:16][CH3:17])=[O:14])=[CH:23][CH:22]=1)([O-:20])=[O:19]. Procedure: Dissolve 3-amino-2-carbethoxy-4,6-dichloroindole (10 g, 36.6 mmol) in anhydrous pyridine (100 mL). Add 4-nitrobenzoyl chloride (7.47 g, 40.27 mmol) and stir for 5 hours. Pour into 1N hydrochloric acid (500 mL) and extract into ethyl acetate. Evaporate the solvent in vacuo and dry at 70° C. under vacuum to give the title compound (15.75 g, 100%); mp 283°-86° c. The reactants are O[C@H](C)[C@@H]1[C@H]2[C@H](C(=C(N2C1=O)C(=O)O)S[C@H]1C[C@H](NC1)COCCO)C ((4R,5S,6S)-6-[(1R)-1-hydroxyethyl]-3-[(2S,4S)-2-(2-hydroxyethyloxymethyl)pyrrolidin-4-ylthio]-4-methyl-7-oxo-1-azabicyclo[3.2.0]hept-2-ene-2-carboxylic acid), Cl (hydrochloric acid), C([O-])([O-])=O.[K+].[K+] (potassium carbonate), Cl.C(C)(OCC)=N (ethyl acetimidate hydrochloride). The solvent is P(=O)([O-])([O-])[O-] (phosphate). Conditions: time 1 hour. Product: C(C)(=N)N1[C@@H](C[C@@H](C1)SC1=C(N2C([C@@H]([C@H]2[C@H]1C)[C@@H](C)O)=O)C(=O)O)COCCO ((4R,5S,6S)-3-[(2S,4S)-1-acetimidoyl-2-(2-hydroxyethyloxymethyl)pyrrolidin-4-ylthio]-6-[(1R)-1-hydroxyethyl]- 4-methyl-7-oxo-1-azabicyclo[3.2.0]hept-2-ene-2-carboxylic acid). Yield: 87.4%. As a reaction SMILES: [OH:1][C@@H:2]([C@H:4]1[C:10](=[O:11])[N:9]2[C@@H:5]1[C@@H:6]([CH3:26])[C:7]([S:15][C@@H:16]1[CH2:20][NH:19][C@H:18]([CH2:21][O:22][CH2:23][CH2:24][OH:25])[CH2:17]1)=[C:8]2[C:12]([OH:14])=[O:13])[CH3:3].C(=O)([O-])[O-].[K+].[K+].Cl.[C:34](=[NH:39])(OCC)[CH3:35].Cl>P([O-])([O-])([O-])=O>[C:34]([N:19]1[CH2:20][C@@H:16]([S:15][C:7]2[C@H:6]([CH3:26])[C@H:5]3[N:9]([C:10](=[O:11])[C@@H:4]3[C@H:2]([OH:1])[CH3:3])[C:8]=2[C:12]([OH:14])=[O:13])[CH2:17][C@H:18]1[CH2:21][O:22][CH2:23][CH2:24][OH:25])(=[NH:39])[CH3:35] |f:1.2.3,4.5|. Procedure: A solution of (4R,5S,6S)-6-[(1R)-1-hydroxyethyl]-3-[(2S,4S)-2-(2-hydroxyethyloxymethyl)pyrrolidin-4-ylthio]-4-methyl-7-oxo-1-azabicyclo[3.2.0]hept-2-ene-2-carboxylic acid (300 mg) in 0.05M phosphate buffer (pH 7, 30 ml) was adjusted to pH 8.5 with 30% potassium carbonate at 0° C., and ethyl acetimidate hydrochloride (3 g) was added in portions, while adjusting the mixture to around pH 8.5. After stirring for 1 hour, the reaction mixture was neutralized with 1N hydrochloric acid and washed with e... Yields the product CCOC(=O)Cn1c(=O)n(C)c2nc(-c3ccccc3)ncc21. Reaction SMILES: [C:25](=[O:26])([O-:27])[O-:28].[CH3:1][n:2]1[c:3]2[n:4][c:5](-[c:12]3[cH:13][cH:14][cH:15][cH:16][cH:17]3)[n:6][cH:7][c:8]2[nH:9][c:10]1=[O:11].[CH3:31][N:32]([CH3:33])[CH:34]=[O:35].[CH:36]([Cl:37])([Cl:38])[Cl:39].[Cl:18][CH2:19][C:20](=[O:21])[O:22][CH2:23][CH3:24].[K+:29].[K+:30].[OH2:40]>>[CH3:1][n:2]1[c:3]2[n:4][c:5](-[c:12]3[cH:13][cH:14][cH:15][cH:16][cH:17]3)[n:6][cH:7][c:8]2[n:9]([CH2:19][C:20](=[O:21])[O:22][CH2:23][CH3:24])[c:10]1=[O:11]. The reactants are O=C([O-])[O-], Cn1c(=O)[nH]c2cnc(-c3ccccc3)nc21, CN(C)C=O, ClC(Cl)Cl, CCOC(=O)CCl, [K+], [K+], O. The product is CC(C)(C)C(NC(=O)CCc1cccnc1)Nc1c(Nc2cccnc2Cl)c(=O)c1=O. Reactants: [K+], [K+], Nc1c(Nc2cccnc2Cl)c(=O)c1=O, O=C([O-])[O-], CN(C)C=O, CC(C)(C)C(NC(=O)CCc1cccnc1)n1nnc2ccccc21. Reaction SMILES: [K+:41].[K+:42].[NH2:1][c:2]1[c:3](=[O:15])[c:4](=[O:14])[c:5]1[NH:6][c:7]1[c:8]([Cl:13])[n:9][cH:10][cH:11][cH:12]1.[O-:43][C:44]([O-:45])=[O:46].[O:47]=[CH:48][N:49]([CH3:50])[CH3:51].[n:16]1([CH:25]([C:26]([CH3:27])([CH3:28])[CH3:29])[NH:30][C:31]([CH2:32][CH2:33][c:34]2[cH:35][n:36][cH:37][cH:38][cH:39]2)=[O:40])[c:17]2[cH:18][cH:19][cH:20][cH:21][c:22]2[n:23][n:24]1>>[NH:1]([c:2]1[c:3](=[O:15])[c:4](=[O:14])[c:5]1[NH:6][c:7]1[c:8]([Cl:13])[n:9][cH:10][cH:11][cH:12]1)[CH:25]([C:26]([CH3:27])([CH3:28])[CH3:29])[NH:30][C:31]([CH2:32][CH2:33][c:34]1[cH:35][n:36][cH:37][cH:38][cH:39]1)=[O:40]. Procedure: A mixture of 2-benzyl-4-(3-carboxyphenyl)-3-oxo-3,4-dihydropyrido[2,3-b]pyrazine (339 mg), diphenylphosphoryl azide (0.21 ml) and triethylamine (0.14 ml) in benzene (5 ml) was stirred under reflux for 30 minutes. Then 4-aminomorpholine (0.11 ml) was added to the mixture and reflux was continued additional 3 hours. The mixture was poured into a mixture of ethyl acetate and aqueous sodium bicarbonate. The organic phase was separated, washed with aqueous sodium bicarbonate and brine, dried over mag... The solvent is C1=CC=CC=C1 (benzene), C(C)N(CC)CC (triethylamine), C(C)(=O)OCC (ethyl acetate). Reaction conditions: time 3 hour. Product: C(C1=CC=CC=C1)C1=NC2=C(N(C1=O)C1=CC(=CC=C1)NC(=O)NN1CCOCC1)N=CC=C2 (2-benzyl-4-[3-(3-morpholinoureido)phenyl]-3-oxo-3,4-dihydropyrido[2,3-b]pyrazine). The reactants are C(C1=CC=CC=C1)C1=NC2=C(N(C1=O)C1=CC(=CC=C1)C(=O)O)N=CC=C2 (2-benzyl-4-(3-carboxyphenyl)-3-oxo-3,4-dihydropyrido[2,3-b]pyrazine), C1(=CC=CC=C1)P(=O)(C1=CC=CC=C1)N=[N+]=[N-] (diphenylphosphoryl azide), C([O-])(O)=O.[Na+] (sodium bicarbonate), NN1CCOCC1 (4-aminomorpholine). RXN SMILES: [CH2:1]([C:8]1[C:13](=[O:14])[N:12]([C:15]2[CH:20]=[CH:19][CH:18]=[C:17](C(O)=O)[CH:16]=2)[C:11]2[N:24]=[CH:25][CH:26]=[CH:27][C:10]=2[N:9]=1)[C:2]1[CH:7]=[CH:6][CH:5]=[CH:4][CH:3]=1.C1(P([N:42]=[N+]=[N-])(C2C=CC=CC=2)=O)C=CC=CC=1.[NH2:45][N:46]1[CH2:51][CH2:50][O:49][CH2:48][CH2:47]1.[C:52](=[O:55])(O)[O-].[Na+]>C1C=CC=CC=1.C(OCC)(=O)C.C(N(CC)CC)C>[CH2:1]([C:8]1[C:13](=[O:14])[N:12]([C:15]2[CH:20]=[CH:19][CH:18]=[C:17]([NH:42][C:52]([NH:45][N:46]3[CH2:51][CH2:50][O:49][CH2:48][CH2:47]3)=[O:55])[CH:16]=2)[C:11]2[N:24]=[CH:25][CH:26]=[CH:27][C:10]=2[N:9]=1)[C:2]1[CH:7]=[CH:6][CH:5]=[CH:4][CH:3]=1 |f:3.4|. Reactants: BrC(C(OC)OC)C1=NC(=NC=C1)SC (4-(1-bromo-2,2-dimethoxy-ethyl)-2-methylsulfanyl-pyrimidine), ClC=1C(=NC=CN1)N (3-chloropyrazin-2-amine), C1(=CC=C(C=C1)S(=O)(=O)O)C (p-toluenesulfonic acid). Run in C(C)#N.O (acetonitrile water). The product is ClC=1C=2N(C=CN1)C(=CN2)C2=NC(=NC=C2)SC (8-chloro-3-(2-methylsulfanyl-pyrimidin-4-yl)-imidazo[1,2-a]pyrazine). As a reaction SMILES: Br[CH:2]([C:8]1[CH:13]=[CH:12][N:11]=[C:10]([S:14][CH3:15])[N:9]=1)[CH:3](OC)OC.[Cl:16][C:17]1[C:18]([NH2:23])=[N:19][CH:20]=[CH:21][N:22]=1.C1(C)C=CC(S(O)(=O)=O)=CC=1>C(#N)C.O>[Cl:16][C:17]1[C:18]2[N:19]([C:2]([C:8]3[CH:13]=[CH:12][N:11]=[C:10]([S:14][CH3:15])[N:9]=3)=[CH:3][N:23]=2)[CH:20]=[CH:21][N:22]=1 |f:3.4|. Procedure: The mixture of 4-(1-bromo-2,2-dimethoxy-ethyl)-2-methylsulfanyl-pyrimidine (from Example 43 supra) (7.5 g, 25.6 mmol), 3-chloropyrazin-2-amine (3.96 g, 30.7 mmol) and p-toluenesulfonic acid (1.594 g, 9.22 mmol) in the mix solvent of acetonitrile/water (120 mL:6 mL) was heated at reflux for 6 hours. The reaction mixture was concentrated and purified by chromatography (dichloromethane:methanol, 20:1) to give 8-chloro-3-(2-methylsulfanyl-pyrimidin-4-yl)-imidazo[1,2-a]pyrazine as a white solid. (Yie... Starting materials: FC1=C(C=O)C=CC(=C1)OC (2-Fluoro-4-methoxy-benzaldehyde), C(=O)(OCC)C=P(C1=CC=CC=C1)(C1=CC=CC=C1)C1=CC=CC=C1 (carbethoxy methylene triphenylphosphorane). Solvent: C1CCOC1 (THF). Conditions: time 1 hour. Product: C(C)OC(\C=C\C1=C(C=C(C=C1)OC)F)=O ((E)-3-(2-fluoro-4-methoxy-phenyl)-acrylic acid ethyl ester). Isolated yield 75.2%. As a reaction SMILES: [F:1][C:2]1[CH:9]=[C:8]([O:10][CH3:11])[CH:7]=[CH:6][C:3]=1[CH:4]=O.[C:12]([CH:17]=P(C1C=CC=CC=1)(C1C=CC=CC=1)C1C=CC=CC=1)([O:14][CH2:15][CH3:16])=[O:13]>C1COCC1>[CH2:15]([O:14][C:12](=[O:13])/[CH:17]=[CH:4]/[C:3]1[CH:6]=[CH:7][C:8]([O:10][CH3:11])=[CH:9][C:2]=1[F:1])[CH3:16]. Reported procedure: 2-Fluoro-4-methoxy-benzaldehyde (1.24 g, 3.56 mmol) and carbethoxy methylene triphenylphosphorane (2.0 g, 5.78 mmol) were dissolved in THF (10 mL), and the mixture was stirred at 65˜75° C. for 1 hour. After the termination of the reaction, the reactant was cooled, concentrated under reduced pressure, and purified by column chromatography (eluent, EtOAc/Hex=1/10) to obtain the title compound (0.6 g, 83%). Reactants: CO, Cl, [Na+], [OH-], CCOC(=O)COc1ccc(C(O)C(Cc2cccc(OC(F)(F)C(F)F)c2)NC(=O)c2cccc3c2C=CCCC3)cc1. The product is O=C(O)COc1ccc(C(O)C(Cc2cccc(OC(F)(F)C(F)F)c2)NC(=O)c2cccc3c2C=CCCC3)cc1. RXN SMILES: [CH3:48][OH:49].[ClH:47].[Na+:46].[OH-:45].[c:1]1([C:12](=[O:13])[NH:14][CH:15]([CH:16]([OH:17])[c:18]2[cH:19][cH:20][c:21]([O:22][CH2:23][C:24](=[O:25])[O:26][CH2:27][CH3:28])[cH:29][cH:30]2)[CH2:31][c:32]2[cH:33][c:34]([O:38][C:39]([CH:40]([F:41])[F:42])([F:43])[F:44])[cH:35][cH:36][cH:37]2)[cH:2][cH:3][cH:4][c:5]2[c:6]1[CH:7]=[CH:8][CH2:9][CH2:10][CH2:11]2>>[c:1]1([C:12](=[O:13])[NH:14][CH:15]([CH:16]([OH:17])[c:18]2[cH:19][cH:20][c:21]([O:22][CH2:23][C:24](=[O:25])[OH:26])[cH:29][cH:30]2)[CH2:31][c:32]2[cH:33][c:34]([O:38][C:39]([CH:40]([F:41])[F:42])([F:43])[F:44])[cH:35][cH:36][cH:37]2)[cH:2][cH:3][cH:4][c:5]2[c:6]1[CH:7]=[CH:8][CH2:9][CH2:10][CH2:11]2.